This data is from the Open Reaction Database (ORD), a public repository of structured organic reaction records. The task is: describe an organic reaction: reactants, conditions, products, and yield Starting materials: CCOC(=O)c1nn(-c2ccc(Cl)cc2Cl)c(-c2ccc(Br)[se]2)c1C, CO, Cl, [K+], [OH-], O. Yields the product Cc1c(C(=O)O)nn(-c2ccc(Cl)cc2Cl)c1-c1ccc(Br)[se]1. Reaction SMILES: [CH2:3]([CH3:4])[O:5][C:6](=[O:7])[c:8]1[n:9][n:10](-[c:20]2[c:21]([Cl:27])[cH:22][c:23]([Cl:26])[cH:24][cH:25]2)[c:11](-[c:14]2[se:15][c:16]([Br:19])[cH:17][cH:18]2)[c:12]1[CH3:13].[CH3:30][OH:31].[ClH:29].[K+:2].[OH-:1].[OH2:28]>>[O:5]=[C:6]([OH:7])[c:8]1[n:9][n:10](-[c:20]2[c:21]([Cl:27])[cH:22][c:23]([Cl:26])[cH:24][cH:25]2)[c:11](-[c:14]2[se:15][c:16]([Br:19])[cH:17][cH:18]2)[c:12]1[CH3:13]. The reactants are O=C(O)C(=O)O, NC1CC1, CNCCCC(Oc1cc(Cl)ccc1C#N)c1ccccc1. Product: O=C(O)C(=O)O, N#Cc1ccc(Cl)cc1OC(CCCNC1CC1)c1ccccc1. Reaction SMILES: [C:1]([C:2](=[O:3])[OH:4])(=[O:5])[OH:6].[CH:29]1([NH2:31])[CH2:30][CH2:32]1.[Cl:7][c:8]1[cH:9][c:10]([O:16][CH:17]([CH2:18][CH2:19][CH2:20][NH:21][CH3:22])[c:23]2[cH:24][cH:25][cH:26][cH:27][cH:28]2)[c:11]([C:12]#[N:13])[cH:14][cH:15]1>>[C:1]([C:2](=[O:3])[OH:4])(=[O:5])[OH:6].[Cl:7][c:8]1[cH:9][c:10]([O:16][CH:17]([CH2:18][CH2:19][CH2:20][NH:21][CH:22]2[CH2:29][CH2:30]2)[c:23]2[cH:24][cH:25][cH:26][cH:27][cH:28]2)[c:11]([C:12]#[N:13])[cH:14][cH:15]1. The reactants are [Al+3], Cc1cc(C)cc(-c2[nH]c3ccc(NC(=O)OCc4ccccc4)cc3c2CCN(CCCCc2ccc([N+](=O)[O-])cc2)Cc2ccccc2)c1, COc1ccccc1, [Cl-], [Cl-], [Cl-], O=[N+]([O-])c1ccccc1, OCc1ccccc1. Yields the product Cc1cc(C)cc(-c2[nH]c3ccc(N)cc3c2CCN(CCCCc2ccc([N+](=O)[O-])cc2)Cc2ccccc2)c1. Reaction SMILES: [Al+3:69].[CH2:1]([O:2][C:3](=[O:4])[NH:10][c:11]1[cH:12][c:13]2[c:14]([CH2:28][CH2:29][N:30]([CH2:31][CH2:32][CH2:33][CH2:34][c:35]3[cH:36][cH:37][c:38]([N+:41](=[O:42])[O-:43])[cH:39][cH:40]3)[CH2:44][c:45]3[cH:46][cH:47][cH:48][cH:49][cH:50]3)[c:15](-[c:20]3[cH:21][c:22]([CH3:27])[cH:23][c:24]([CH3:26])[cH:25]3)[nH:16][c:17]2[cH:18][cH:19]1)[c:5]1[cH:6][cH:7][cH:8][cH:9][cH:51]1.[CH3:52][O:53][c:54]1[cH:55][cH:56][cH:57][cH:58][cH:59]1.[Cl-:68].[Cl-:70].[Cl-:71].[O-:72][N+:73]([c:74]1[cH:75][cH:76][cH:77][cH:78][cH:79]1)=[O:80].[OH:60][CH2:61][c:62]1[cH:63][cH:64][cH:65][cH:66][cH:67]1>>[NH2:10][c:11]1[cH:12][c:13]2[c:14]([CH2:28][CH2:29][N:30]([CH2:31][CH2:32][CH2:33][CH2:34][c:35]3[cH:36][cH:37][c:38]([N+:41](=[O:42])[O-:43])[cH:39][cH:40]3)[CH2:44][c:45]3[cH:46][cH:47][cH:48][cH:49][cH:50]3)[c:15](-[c:20]3[cH:21][c:22]([CH3:27])[cH:23][c:24]([CH3:26])[cH:25]3)[nH:16][c:17]2[cH:18][cH:19]1. The reactants are FC1=CC=C(C=C1)C1(CNCC1)CCO (2-[3-(4-fluoro-phenyl)-pyrrolidin-3-yl]-ethanol), C(C1=CC=C(C=C1)OC)(=O)[C@@]([C@@](C(=O)O)(O)C(C1=CC=C(C=C1)OC)=O)(O)C(=O)O ((R,R)-di-p-anisoyltartaric acid), CO (methanol), CO (methanol). Solvent: CC(CC)=O (butanone), CC(CC)=O (butanone), CC(CC)=O (butanone). Conditions: time 15 minute. Product: C(C1=CC=C(C=C1)OC)(=O)[C@@]([C@@](C(=O)O)(O)C(C1=CC=C(C=C1)OC)=O)(O)C(=O)O.FC1=CC=C(C=C1)C1(CNCC1)CCO ((-)-2-[3-(4-fluoro-phenyl)-pyrrolidin-3-yl]-ethanol (R,R)-di-p-anisoyltartaric acid salt). As a reaction SMILES: [F:1][C:2]1[CH:7]=[CH:6][C:5]([C:8]2([CH2:13][CH2:14][OH:15])[CH2:12][CH2:11][NH:10][CH2:9]2)=[CH:4][CH:3]=1.[C:16]([C@:26]([C:43]([OH:45])=[O:44])([OH:42])[C@:27]([C:32](=[O:41])[C:33]1[CH:38]=[CH:37][C:36]([O:39][CH3:40])=[CH:35][CH:34]=1)([OH:31])[C:28]([OH:30])=[O:29])(=[O:25])[C:17]1[CH:22]=[CH:21][C:20]([O:23][CH3:24])=[CH:19][CH:18]=1.CO>CC(=O)CC>[C:32]([C@:27]([C:28]([OH:30])=[O:29])([OH:31])[C@:26]([C:16](=[O:25])[C:17]1[CH:22]=[CH:21][C:20]([O:23][CH3:24])=[CH:19][CH:18]=1)([OH:42])[C:43]([OH:45])=[O:44])(=[O:41])[C:33]1[CH:38]=[CH:37][C:36]([O:39][CH3:40])=[CH:35][CH:34]=1.[F:1][C:2]1[CH:7]=[CH:6][C:5]([C:8]2([CH2:13][CH2:14][OH:15])[CH2:12][CH2:11][NH:10][CH2:9]2)=[CH:4][CH:3]=1 |f:4.5|. Procedure: Combine 2-[3-(4-fluoro-phenyl)-pyrrolidin-3-yl]-ethanol (32 mmol) and butanone (400 mL). Add a solution of (R,R)-di-p-anisoyltartaric acid (32 mmol) in butanone (80 mL). Heat to reflux. After 15 minutes, cool to ambient temperature and evaporate in vacuo to give a residue. Combine the residue and butanone (1000 mL) and methanol (430 mL) and heat. Add methanol (about 100 mL). Slowly cool to ambient temperature to give a solid. After 18 hours, filter the solid. Recrystallize the solid from butanon... Reaction SMILES: [Al+3:2].[Br:13][CH:14]([C:15](=[O:16])[Br:17])[CH3:18].[Br:5][c:6]1[cH:7][cH:8][cH:9][c:10]([Br:11])[cH:12]1.[Cl-:1].[Cl-:3].[Cl-:4].[S:19]=[C:20]=[S:21]>>[Br:5][c:6]1[cH:7][cH:8][c:9]([C:15]([CH:14]([Br:13])[CH3:18])=[O:16])[c:10]([Br:11])[cH:12]1. Starting materials: [Al+3], CC(Br)C(=O)Br, Brc1cccc(Br)c1, [Cl-], [Cl-], [Cl-], S=C=S. Product: CC(Br)C(=O)c1ccc(Br)cc1Br. Reactants: CS(=O)(=O)OCCC(Cn1ccnc1C(=O)c1ccc(F)c(C(F)(F)F)c1)c1ccc(Cl)c(Cl)c1, CC#N, C1CCC(C23CCN(CC2)CC3)CC1. Yields the product O=C(c1ccc(F)c(C(F)(F)F)c1)c1nccn1CC(CC[N+]12CCC(C3CCCCC3)(CC1)CC2)c1ccc(Cl)c(Cl)c1, CS(=O)(=O)[O-]. As a reaction SMILES: [CH3:1][S:2](=[O:3])(=[O:4])[O:5][CH2:6][CH2:7][CH:8]([CH2:9][n:10]1[c:11]([C:15]([c:16]2[cH:17][c:18]([C:23]([F:24])([F:25])[F:26])[c:19]([F:22])[cH:20][cH:21]2)=[O:27])[n:12][cH:13][cH:14]1)[c:28]1[cH:29][c:30]([Cl:35])[c:31]([Cl:34])[cH:32][cH:33]1.[CH3:50][C:51]#[N:52].[CH:36]1([C:42]23[CH2:43][CH2:44][N:45]([CH2:46][CH2:47]2)[CH2:48][CH2:49]3)[CH2:37][CH2:38][CH2:39][CH2:40][CH2:41]1>>[CH2:6]([CH2:7][CH:8]([CH2:9][n:10]1[c:11]([C:15]([c:16]2[cH:17][c:18]([C:23]([F:24])([F:25])[F:26])[c:19]([F:22])[cH:20][cH:21]2)=[O:27])[n:12][cH:13][cH:14]1)[c:28]1[cH:29][c:30]([Cl:35])[c:31]([Cl:34])[cH:32][cH:33]1)[N+:45]12[CH2:44][CH2:43][C:42]([CH:36]3[CH2:37][CH2:38][CH2:39][CH2:40][CH2:41]3)([CH2:47][CH2:46]1)[CH2:49][CH2:48]2.[CH3:1][S:2](=[O:3])(=[O:4])[O-:5]. Starting materials: CS(=O)(=O)OC1=CC=C2C=CC=C(C2=C1)N1C(CN(CC1)CCC=1N=CN(C1)C(C1=CC=CC=C1)(C1=CC=CC=C1)C1=CC=CC=C1)=O (1-[7-((Methanesulfonyl)oxy)naphthyl]-4-[2-(1-triphenylmethyl-4-imidazolyl)-ethyl]-2-piperazinone), C(#N)C1=C(C=C(CO)C=C1)F (4-Cyano-3-fluorobenzyl Alcohol), C(C)(C)N(CC)C(C)C (diisopropylethylamine), S(=O)(=O)(C(F)(F)F)OS(=O)(=O)C(F)(F)F (triflic anhydride). Solvent: ClCCl (dichloromethane), ClCCl (dichloromethane). Reaction conditions: temperature -78 celsius, time 20 minute. Yields the product CS(=O)(=O)OC1=CC=C2C=CC=C(C2=C1)N1C(CN(CC1)CCC1=CN=CN1CC1=CC(=C(C=C1)C#N)F)=O (1-[7-((Methanesulfonyl)oxy)naphthyl]-4-[2-(1-(4-cyano-3-fluorobenzyl)-5-imidazolyl)-ethyl]-2-piperazinone). Reaction SMILES: [C:1]([C:3]1[CH:10]=[CH:9][C:6]([CH2:7]O)=[CH:5][C:4]=1[F:11])#[N:2].C(N(C(C)C)CC)(C)C.S(OS(C(F)(F)F)(=O)=O)(C(F)(F)F)(=O)=O.[CH3:36][S:37]([O:40][C:41]1[CH:50]=[C:49]2[C:44]([CH:45]=[CH:46][CH:47]=[C:48]2[N:51]2[CH2:56][CH2:55][N:54]([CH2:57][CH2:58][C:59]3[N:60]=[CH:61][N:62](C(C4C=CC=CC=4)(C4C=CC=CC=4)C4C=CC=CC=4)[CH:63]=3)[CH2:53][C:52]2=[O:83])=[CH:43][CH:42]=1)(=[O:39])=[O:38]>ClCCl>[CH3:36][S:37]([O:40][C:41]1[CH:50]=[C:49]2[C:44]([CH:45]=[CH:46][CH:47]=[C:48]2[N:51]2[CH2:56][CH2:55][N:54]([CH2:57][CH2:58][C:59]3[N:60]([CH2:7][C:6]4[CH:9]=[CH:10][C:3]([C:1]#[N:2])=[C:4]([F:11])[CH:5]=4)[CH:61]=[N:62][CH:63]=3)[CH2:53][C:52]2=[O:83])=[CH:43][CH:42]=1)(=[O:39])=[O:38]. Reported procedure: To a solution of the product from Step J (15 mg, 0.75 mmol) in 3 mL of dichloromethane at −78° C. was diisopropylethylamine (0.40 mL, 2.28 mmol), followed by triflic anhydride (0.128 mL, 0.76 mmol). After 20 minutes, a solution of the product from Step G (500 mg, 0.762 mmol) in 2 mL of dichloromethane was added, and the reaction was stirred at −78° C. for 30 minutes, and at room temperature for 1.5 hours. After concentrating the reaction in vacuo, 5 mL of methanol was added and the solution was ... Reactants: C(=O)=O (carbon dioxide), N (ammonia), Cl(=O)(=O)[O-].[Na+] (sodium chlorate). Yields the product C([O-])(O)=O.[Na+] (sodium bicarbonate), Cl(=O)(=O)[O-].[NH4+] (ammonium chlorate). RXN SMILES: [C:1](=[O:3])=[O:2].[NH3:4].[Cl:5]([O-:8])(=[O:7])=[O:6].[Na+:9]>>[C:1](=[O:6])([OH:3])[O-:2].[Na+:9].[Cl:5]([O-:8])(=[O:7])=[O:6].[NH4+:4] |f:2.3,4.5,6.7|. Procedure details: mixing carbon dioxide, ammonia, and sodium chlorate with an aqueous solution to form a sodium bicarbonate precipitate and aqueous ammonium chlorate; and Starting materials: C(C)OC(CCSC1=CN=C(S1)NC(=O)N(C1CCNCC1)[C@@H]1CC[C@H](CC1)C)=O (3-{2-[3-(trans-4-methyl-cyclohexyl)-3-piperidin-4-yl-ureido]-thiazol-5-ylsulfanyl}-propionic acid ethyl ester), CN(C(=O)Cl)C (dimethylcarbamoyl chloride). The product is C(C)OC(CCSC1=CN=C(S1)NC(=O)N([C@@H]1CC[C@H](CC1)C)C1CCN(CC1)C(N(C)C)=O)=O (3-{2-[3-(1-Dimethylcarbamoyl-piperidin-4-yl)-3-(trans-4-methyl-cyclohexyl)-ureido]-thiazol-5-ylsulfanyl}-propionic acid ethyl ester), CN(C(=O)N1CCC(CC1)N(C(NC=1SC(=CN1)SCCC(=O)O)=O)[C@@H]1CC[C@H](CC1)C)C (3-{2-[3-(1-Dimethylcarbamoyl-piperidin-4-yl)-3-(trans-4-methyl-cyclohexyl)-ureido]-thiazol-5-ylsulfanyl}-propionic acid). RXN SMILES: [CH2:1]([O:3][C:4](=[O:30])[CH2:5][CH2:6][S:7][C:8]1[S:12][C:11]([NH:13][C:14]([N:16]([C@H:23]2[CH2:28][CH2:27][C@H:26]([CH3:29])[CH2:25][CH2:24]2)[CH:17]2[CH2:22][CH2:21][NH:20][CH2:19][CH2:18]2)=[O:15])=[N:10][CH:9]=1)[CH3:2].[CH3:31][N:32]([CH3:36])[C:33](Cl)=[O:34]>>[CH2:1]([O:3][C:4](=[O:30])[CH2:5][CH2:6][S:7][C:8]1[S:12][C:11]([NH:13][C:14]([N:16]([CH:17]2[CH2:22][CH2:21][N:20]([C:33](=[O:34])[N:32]([CH3:36])[CH3:31])[CH2:19][CH2:18]2)[C@H:23]2[CH2:28][CH2:27][C@H:26]([CH3:29])[CH2:25][CH2:24]2)=[O:15])=[N:10][CH:9]=1)[CH3:2].[CH3:31][N:32]([CH3:36])[C:33]([N:20]1[CH2:19][CH2:18][CH:17]([N:16]([C@H:23]2[CH2:28][CH2:27][C@H:26]([CH3:29])[CH2:25][CH2:24]2)[C:14](=[O:15])[NH:13][C:11]2[S:12][C:8]([S:7][CH2:6][CH2:5][C:4]([OH:3])=[O:30])=[CH:9][N:10]=2)[CH2:22][CH2:21]1)=[O:34]. Procedure: 3-{2-[3-(1-Dimethylcarbamoyl-piperidin-4-yl)-3-(trans-4-methyl-cyclohexyl)-ureido]-thiazol-5-ylsulfanyl}-propionic acid ethyl ester was prepared in a similar manner to Example 554 using 3-{2-[3-(trans-4-methyl-cyclohexyl)-3-piperidin-4-yl-ureido]-thiazol-5-ylsulfanyl}-propionic acid ethyl ester and dimethylcarbamoyl chloride. Hydrolysis using general procedure (F) gave the title compound